From a dataset of the Open Reaction Database (ORD), a public repository of structured organic reaction records. describe an organic reaction: reactants, conditions, products, and yield Reported procedure: To a solution of 2-methyl-N-[3-(1-{4-[4-(trifluoromethoxy)phenyl]-1H-imidazol-2-yl}-ethyl)oxetan-3-yl]propane-2-sulfinamide (Preparation 9, 0.320 g, 0.74 mmol) in methanol (4 mL) at 0° C. was added 4M hydrogen chloride in 1,4-dioxane (4 mL) and the reaction left to stir for 2 hours. Solid sodium hydrogen carbonate was added to the reaction, followed by a saturated aqueous solution of sodium hydrogen carbonate. The mixture was extracted with dichloromethane. The organic layer was dried over MgSO4... Yield: 100.3%. As a reaction SMILES: CC(S([NH:7][C:8]1([CH:12]([C:14]2[NH:15][CH:16]=[C:17]([C:19]3[CH:24]=[CH:23][C:22]([O:25][C:26]([F:29])([F:28])[F:27])=[CH:21][CH:20]=3)[N:18]=2)[CH3:13])[CH2:11][O:10][CH2:9]1)=O)(C)C.Cl.C(=O)([O-])O.[Na+]>CO.O1CCOCC1>[F:29][C:26]([F:27])([F:28])[O:25][C:22]1[CH:23]=[CH:24][C:19]([C:17]2[N:18]=[C:14]([CH:12]([C:8]3([NH2:7])[CH2:9][O:10][CH2:11]3)[CH3:13])[NH:15][CH:16]=2)=[CH:20][CH:21]=1 |f:2.3|. Starting materials: CC(C)(C)S(=O)NC1(COC1)C(C)C=1NC=C(N1)C1=CC=C(C=C1)OC(F)(F)F (2-methyl-N-[3-(1-{4-[4-(trifluoromethoxy)phenyl]-1H-imidazol-2-yl}-ethyl)oxetan-3-yl]propane-2-sulfinamide), Cl (hydrogen chloride), C(O)([O-])=O.[Na+] (sodium hydrogen carbonate), C(O)([O-])=O.[Na+] (sodium hydrogen carbonate). Yields the product FC(OC1=CC=C(C=C1)C=1N=C(NC1)C(C)C1(COC1)N)(F)F (3-(1-{4-[4-(Trifluoromethoxy)phenyl]-1H-imidazol-2-yl}ethyl)oxetan-3-amine). Conditions: time 2 hour. Solvent: CO (methanol), O1CCOCC1 (1,4-dioxane). Starting materials: CS(C)=O, COC(=O)Cc1ccc(Cl)cc1[N+](=O)[O-], C1CCOC1, O. The product is COC(=O)Cc1ccc(Cl)cc1NO. RXN SMILES: [CH3:21][S:22](=[O:23])[CH3:24].[N+:1](=[O:2])([O-:3])[c:4]1[c:5]([CH2:11][C:12](=[O:13])[O:14][CH3:15])[cH:6][cH:7][c:8]([Cl:10])[cH:9]1.[O:16]1[CH2:17][CH2:18][CH2:19][CH2:20]1.[OH2:25]>>[NH:1]([OH:2])[c:4]1[c:5]([CH2:11][C:12](=[O:13])[O:14][CH3:15])[cH:6][cH:7][c:8]([Cl:10])[cH:9]1. Reactants: CCOC(C)=O, CCO, CCOC(=O)CCCOc1cnc(N(Cc2cc(C(F)(F)F)cc(C(F)(F)F)c2)Cc2cc(C(F)(F)F)cc(C)c2-c2cc(C(C)C)ccc2OC)nc1, [Na+], [OH-]. The product is COc1ccc(C(C)C)cc1-c1c(C)cc(C(F)(F)F)cc1CN(Cc1cc(C(F)(F)F)cc(C(F)(F)F)c1)c1ncc(OCCCC(=O)O)cn1. As a reaction SMILES: [CH3:57][CH2:58][O:59][C:60](=[O:61])[CH3:62].[CH3:63][CH2:64][OH:65].[F:1][C:2]([c:3]1[cH:4][c:5]([CH2:6][N:7]([c:8]2[n:9][cH:10][c:11]([O:14][CH2:15][CH2:16][CH2:17][C:18](=[O:19])[O:20][CH2:21][CH3:22])[cH:12][n:13]2)[CH2:23][c:24]2[c:25](-[c:35]3[c:36]([O:44][CH3:45])[cH:37][cH:38][c:39]([CH:41]([CH3:42])[CH3:43])[cH:40]3)[c:26]([CH3:34])[cH:27][c:28]([C:30]([F:31])([F:32])[F:33])[cH:29]2)[cH:46][c:47]([C:49]([F:50])([F:51])[F:52])[cH:48]1)([F:53])[F:54].[Na+:56].[OH-:55]>>[F:1][C:2]([c:3]1[cH:4][c:5]([CH2:6][N:7]([c:8]2[n:9][cH:10][c:11]([O:14][CH2:15][CH2:16][CH2:17][C:18](=[O:19])[OH:20])[cH:12][n:13]2)[CH2:23][c:24]2[c:25](-[c:35]3[c:36]([O:44][CH3:45])[cH:37][cH:38][c:39]([CH:41]([CH3:42])[CH3:43])[cH:40]3)[c:26]([CH3:34])[cH:27][c:28]([C:30]([F:31])([F:32])[F:33])[cH:29]2)[cH:46][c:47]([C:49]([F:50])([F:51])[F:52])[cH:48]1)([F:53])[F:54]. Reagents/catalysts: [Br-].C(CCC)[N+](CCCC)(CCCC)CCCC (tetrabutylammonium bromide). As a reaction SMILES: [Cl:1][C:2]1[C:7]([CH2:8][N:9]2[CH2:13][CH2:12][CH2:11][CH2:10]2)=[CH:6][CH:5]=[CH:4][C:3]=1[OH:14].CC(C)([O-])C.[K+].CS(O[C@H:26]1[CH2:29][C@@H:28]([CH2:30][N:31]2[CH2:36][CH2:35][O:34][CH2:33][CH2:32]2)[CH2:27]1)(=O)=O>CS(C)=O.[Br-].C([N+](CCCC)(CCCC)CCCC)CCC.CCOCC>[ClH:1].[ClH:1].[Cl:1][C:2]1[C:7]([CH2:8][N:9]2[CH2:13][CH2:12][CH2:11][CH2:10]2)=[CH:6][CH:5]=[CH:4][C:3]=1[O:14][C@H:26]1[CH2:27][C@H:28]([CH2:30][N:31]2[CH2:32][CH2:33][O:34][CH2:35][CH2:36]2)[CH2:29]1 |f:1.2,5.6,8.9.10|. Reactants: intermediate 51, ClC1=C(C=CC=C1CN1CCCC1)O (2-Chloro-3-(pyrrolidin-1-ylmethyl)phenol), CC(C)([O-])C.[K+] (potassium tert-butoxide), intermediate 41, CS(=O)(=O)O[C@@H]1C[C@@H](C1)CN1CCOCC1 (cis-3-(Morpholin-4-ylmethyl)cyclobutyl methanesulfonate). Yields the product Cl.Cl.ClC1=C(O[C@@H]2C[C@H](C2)CN2CCOCC2)C=CC=C1CN1CCCC1 (4-({trans-3-[2-Chloro-3-(pyrrolidin-1-ylmethyl)phenoxy]cyclobutyl}methyl)morpholine Dihydrochloride). Procedure details: A solution of intermediate 51, 2-Chloro-3-(pyrrolidin-1-ylmethyl)phenol (0.68 g, 32 mmol) and potassium tert-butoxide (0.40 g, 32 mmol) in DMSO (10 mL) was heated to 100° C. under vigorous stirring in a flow of argon. The mixture was stirred at this temperature for 15 min. A solution of intermediate 41, cis-3-(Morpholin-4-ylmethyl)cyclobutyl methanesulfonate (0.4 g, 16 mmol) in DMSO (10 mL) and tetrabutylammonium bromide (0.16 g, 0.48 mmol) were added. The mixture was stirred at 100° C. for 1 h,... Isolated yield 4.5%. The solvent is CCOCC (Et2O), CS(=O)C (DMSO), CS(=O)C (DMSO). Starting materials: NC1[C@@H]2N(C(=C(CS2)CSC2=NC(=NS2)C)C(=O)O)C1=O (7-amino-3-(3-methyl-1,2,4-thiadiazol-5-yl)thiomethyl-3-cephem-4-carboxylic acid), C[Si](C)(C)CC(=O)N (trimethylsilylacetamide), P(=O)(Cl)(Cl)Cl (phosphorus oxychloride), CON=C(C(=O)O)C=1N=C(SC1)NC=O (2-methoxyimino-2-(2-formamidothiazol-4-yl)acetic acid). Solvent: C(C)(=O)OCC (ethyl acetate), C(C)(=O)OCC (ethyl acetate), C(C)(=O)OCC (ethyl acetate), CN(C=O)C (dimethylformamide). Reaction conditions: time 30 minute. Product: C[N+](=CCl)C.[Cl-] (Vilsmeier reagent), CON=C(C(=O)NC1[C@@H]2N(C(=C(CS2)CSC2=NC(=NS2)C)C(=O)O)C1=O)C=1N=C(SC1)NC=O (7-[2-methoxyimino-2-(2-formamidothiazol-4-yl)acetamido]-3-(3-methyl-1,2,4-thiadiazol-5-yl)thiomethyl-3-cephem-4-carboxylic acid). Isolated yield 167.7%. As a reaction SMILES: P(Cl)(Cl)([Cl:3])=O.[CH3:6][O:7][N:8]=[C:9]([C:13]1[N:14]=[C:15]([NH:18][CH:19]=[O:20])[S:16][CH:17]=1)[C:10]([OH:12])=O.[NH2:21][CH:22]1[C:40](=[O:41])[N:24]2[C:25]([C:37]([OH:39])=[O:38])=[C:26]([CH2:29][S:30][C:31]3[S:35][N:34]=[C:33]([CH3:36])[N:32]=3)[CH2:27][S:28][C@H:23]12.C[Si](CC(N)=O)(C)C>C(OCC)(=O)C.CN(C)C=O>[CH3:23][N+:24]([CH3:40])=[CH:25][Cl:3].[Cl-:3].[CH3:6][O:7][N:8]=[C:9]([C:13]1[N:14]=[C:15]([NH:18][CH:19]=[O:20])[S:16][CH:17]=1)[C:10]([NH:21][CH:22]1[C:40](=[O:41])[N:24]2[C:25]([C:37]([OH:39])=[O:38])=[C:26]([CH2:29][S:30][C:31]3[S:35][N:34]=[C:33]([CH3:36])[N:32]=3)[CH2:27][S:28][C@H:23]12)=[O:12] |f:6.7|. Procedure details: The Vilsmeier reagent was prepared from dry dimethylformamide (0.44 g.), phosphorus oxychloride (0.9 g.) and dry ethyl acetate (1 ml.) by the conventional method. Dry ethyl acetate (15 ml.) was added thereto and then 2-methoxyimino-2-(2-formamidothiazol-4-yl)acetic acid (syn isomer) (1.1 g.) was added thereto at 0° C. The mixture was stirred for 30 minutes at the same temperature. The resulting mixture was added at -15° C. to a stirred solution of 7-amino-3-(3-methyl-1,2,4-thiadiazol-5-yl)thiome... Reactants: C(C)(C)(C)[Si](O[C@@H]1C[C@@H](O[C@]1(CO)C#C)N1C(=O)NC(=O)C(C)=C1)(C)C (1-[2-Deoxy-3-O-(t-butyldimethyl-silyl)-4-ethynyl-α-L-erythro-pentofuranosyl]thymine), CO (MeOH), ( ε9300 ), ( ε1700 ). Yields the product C(C=C)[C@]1([C@H](C[C@@H](O1)N1C(=O)NC(=O)C(C)=C1)O)CO (4′-allylthymidine). Reaction SMILES: C([Si](C)(C)[O:6][C@H:7]1[C@:11]([C:14]#[CH:15])([CH2:12][OH:13])[O:10][C@@H:9]([N:16]2[CH:24]=[C:22]([CH3:23])[C:20](=[O:21])[NH:19][C:17]2=[O:18])[CH2:8]1)(C)(C)C.[CH3:27]O>>[CH2:14]([C@:11]1([CH2:12][OH:13])[O:10][C@@H:9]([N:16]2[CH:24]=[C:22]([CH3:23])[C:20](=[O:21])[NH:19][C:17]2=[O:18])[CH2:8][C@@H:7]1[OH:6])[CH:15]=[CH2:27]. Procedure details: Physical data for 10b: mp 96-98° C.; UV (MeOH): λmax 267 nm (ε9300), λmin 235 nm (ε1700). 1H NMR (CDCl3) δ0.08 and 0.13 (6H, each as s, SiMe), 0.89 (9H, s, SiBu-t), 1.93 (3H, d, J6,CH3=0.9 Hz, Me), 2.12-2.17 (1H, m, H-2′a), 2.63 (1H, br, OH), 2.71-2.77 (1H, m, H-2′b), 2.75 (1H, s, ethynyl), 3.67 (1H, d, Jgem=11.5 Hz, H-5′a), 3.74 (1H, d, Jgem=11.5 Hz, H-5′b), 4.47 (1H, t, J2′a,3′=J2′b,3′=5.3 Hz, H-3′), 6.30 (1H, dd, J1′,2′a=4.8 Hz and J1′,2′b=6.9 Hz, H-1′), 7.80 (1H, d, J6,CH3=0.9 Hz, H-6), 9.00...